Dataset: the Open Reaction Database (ORD), a public repository of structured organic reaction records. Task: describe an organic reaction: reactants, conditions, products, and yield The reactants are C(C)N(C1=CC=CC=C1)CC (N,N-diethylaniline), CC1=NN2C(NC(=CC2=O)C2CCOCC2)=C1CC1=C(C(=CC=C1)C(F)(F)F)C (2-methyl-3-{[2-methyl-3-(trifluoromethyl)phenyl]methyl}-5-(tetrahydro-2H-pyran-4-yl)pyrazolo[1,5-a]pyrimidin-7(4H)-one), P(=O)(Cl)(Cl)Cl (phosphoric trichloride). Conditions: temperature 0 celsius. The product is ClC1=CC(=NC=2N1N=C(C2CC2=C(C(=CC=C2)C(F)(F)F)C)C)C2CCOCC2 (7-chloro-2-methyl-3-{[2-methyl-3-(trifluoromethyl)phenyl]methyl}-5-(tetrahydro-2H-pyran-4-yl)pyrazolo[1,5-a]pyrimidine). Reaction SMILES: C(N(CC)C1C=CC=CC=1)C.[CH3:12][C:13]1[C:28]([CH2:29][C:30]2[CH:35]=[CH:34][CH:33]=[C:32]([C:36]([F:39])([F:38])[F:37])[C:31]=2[CH3:40])=[C:16]2[NH:17][C:18]([CH:22]3[CH2:27][CH2:26][O:25][CH2:24][CH2:23]3)=[CH:19][C:20](=O)[N:15]2[N:14]=1.P(Cl)(Cl)([Cl:43])=O>>[Cl:43][C:20]1[N:15]2[N:14]=[C:13]([CH3:12])[C:28]([CH2:29][C:30]3[CH:35]=[CH:34][CH:33]=[C:32]([C:36]([F:39])([F:38])[F:37])[C:31]=3[CH3:40])=[C:16]2[N:17]=[C:18]([CH:22]2[CH2:27][CH2:26][O:25][CH2:24][CH2:23]2)[CH:19]=1. Procedure details: To a suspension of N,N-diethylaniline (0.83 g, 5.54 mmol) and 2-methyl-3-{[2-methyl-3-(trifluoromethyl)phenyl]methyl}-5-(tetrahydro-2H-pyran-4-yl)pyrazolo[1,5-a]pyrimidin-7(4H)-one (1.02 g, 2.52 mmol) stirred under nitrogen at 0° C. was added neat phosphoric trichloride (1.93 g, 12.6 mmol) dropwise during 5 minutes. The reaction mixture was stirred at 80° C. for 2 hr. Reaction mixture was concentrated. The residue was dissolved with DCM (50 mL) and icy water (15 mL). The pH of aqueous layer was ...